Dataset: the Open Reaction Database (ORD), a public repository of structured organic reaction records. Task: describe an organic reaction: reactants, conditions, products, and yield Reactants: [OH-].[Na+] (sodium hydroxide), FC1=C(C=CC=C1)C1=NSC(=C1)C(=O)OCC (ethyl 3-(2-fluorophenyl)isothiazole-5-carboxylate). The solvent is O (water), C(C)O (ethanol). Conditions: temperature 50 celsius, time 6 hour. Yields the product FC1=C(C=CC=C1)C1=NSC(=C1)C(=O)O (3-(2-fluorophenyl)isothiazole-5-carboxylic acid). Isolated yield 85.8%. As a reaction SMILES: [OH-].[Na+].[F:3][C:4]1[CH:9]=[CH:8][CH:7]=[CH:6][C:5]=1[C:10]1[CH:14]=[C:13]([C:15]([O:17]CC)=[O:16])[S:12][N:11]=1>O.C(O)C>[F:3][C:4]1[CH:9]=[CH:8][CH:7]=[CH:6][C:5]=1[C:10]1[CH:14]=[C:13]([C:15]([OH:17])=[O:16])[S:12][N:11]=1 |f:0.1|. Procedure: A solution of sodium hydroxide (0.17 g, 4.2 mmol) in water (4 mL) is added to a stirred solution of ethyl 3-(2-fluorophenyl)isothiazole-5-carboxylate (0.88 g, 3.5 mmol) in ethanol. The mixture is stirred for 6 h at 50° C. The ethanol is then removed by distillation and the resulting aqueous phase is washed with diethyl ether, acidified with 2N hydrochloric acid and filtered. The filtercake is dried in vacuo to give 3-(2-fluorophenyl)isothiazole-5-carboxylic acid (0.67 g, 86%) as beige crystals, ... Reaction SMILES: [Br:26][N:27]1[C:28](=[O:29])[CH2:30][CH2:31][C:32]1=[O:33].[C:34](#[N:35])[CH:36]([CH3:37])[CH3:38].[CH3:13][c:14]1[cH:15][cH:16][c:17]2[cH:18][cH:19][c:20]([C:24]#[N:25])[cH:21][c:22]2[cH:23]1.[N:1]([C:2]([CH3:3])([CH3:4])[C:5]#[N:6])=[N:7][C:8]([CH3:9])([CH3:10])[C:11]#[N:12]>>[CH2:13]([c:14]1[cH:15][cH:16][c:17]2[cH:18][cH:19][c:20]([C:24]#[N:25])[cH:21][c:22]2[cH:23]1)[Br:26]. Reactants: O=C1CCC(=O)N1Br, CC(C)C#N, Cc1ccc2ccc(C#N)cc2c1, CC(C)(C#N)N=NC(C)(C)C#N. Yields the product N#Cc1ccc2ccc(CBr)cc2c1. The reactants are FC(C1=NC(=NC=C1)O)F (4-(difluoromethyl)pyrimidin-2-ol), P(=O)(Cl)(Cl)Cl (phosphorus oxychloride), O (water). The solvent is C(Cl)Cl (DCM). Conditions: temperature 85 celsius. Yields the product ClC1=NC=CC(=N1)C(F)F (2-Chloro-4-(difluoromethyl)pyrimidine). RXN SMILES: [F:1][CH:2]([F:10])[C:3]1[CH:8]=[CH:7][N:6]=[C:5](O)[N:4]=1.O.P(Cl)(Cl)([Cl:14])=O>C(Cl)Cl>[Cl:14][C:5]1[N:4]=[C:3]([CH:2]([F:10])[F:1])[CH:8]=[CH:7][N:6]=1. Reported procedure: 4-(difluoromethyl)pyrimidin-2-ol was diluted with phosphorus oxychloride (80 mL) then heated at 85° C. for 3 hours with periodic venting of the reaction mixture. The mixture was cooled to rt, diluted with DCM (500 mL) and poured into water (˜1 L) cooled in an ice bath at such a rate the exotherm was maintained at ˜30° C. The mixture was transferred to a separatory funnel and the layers were separated. The aqueous layer was extracted with DCM (2×500 mL) and the organics were combined and dried wi...